This data is from the Open Reaction Database (ORD), a public repository of structured organic reaction records. The task is: describe an organic reaction: reactants, conditions, products, and yield Reported procedure: To a solution of 0.1 part of N1 -(morpholinocarbonylmethyl)-N4 -(2-aminobenzyl)piperazine in 3 volume parts of pyridine is added 0.062 part of benzoyl chloride, and the mixture is kept standing at room temperature overnight. Then the pyridine is distilled off under reduced pressure, and resultant residue is chromatographed over silica gel. Ethyl acetate eluates give N1 -(morpholinocarbonylmethyl)-N4 -(2-monobenzoylaminobenzyl)piperazine as oily substance. As a reaction SMILES: [O:1]1[CH2:6][CH2:5][N:4]([C:7]([CH2:9][N:10]2[CH2:15][CH2:14][N:13]([CH2:16][C:17]3[CH:22]=[CH:21][CH:20]=[CH:19][C:18]=3[NH2:23])[CH2:12][CH2:11]2)=[O:8])[CH2:3][CH2:2]1.[C:24](Cl)(=[O:31])[C:25]1[CH:30]=[CH:29][CH:28]=[CH:27][CH:26]=1>N1C=CC=CC=1>[O:1]1[CH2:6][CH2:5][N:4]([C:7]([CH2:9][N:10]2[CH2:11][CH2:12][N:13]([CH2:16][C:17]3[CH:22]=[CH:21][CH:20]=[CH:19][C:18]=3[NH:23][C:24](=[O:31])[C:25]3[CH:30]=[CH:29][CH:28]=[CH:27][CH:26]=3)[CH2:14][CH2:15]2)=[O:8])[CH2:3][CH2:2]1. Solvent: N1=CC=CC=C1 (pyridine). Reaction conditions: time 8 hour. Reactants: O1CCN(CC1)C(=O)CN1CCN(CC1)CC1=C(C=CC=C1)N (N1 -(morpholinocarbonylmethyl)-N4 -(2-aminobenzyl)piperazine), C(C1=CC=CC=C1)(=O)Cl (benzoyl chloride). Product: O1CCN(CC1)C(=O)CN1CCN(CC1)CC1=C(C=CC=C1)NC(C1=CC=CC=C1)=O (N1 -(morpholinocarbonylmethyl)-N4 -(2-monobenzoylaminobenzyl)piperazine). Reactants: FC=1C=C(C=O)C=CC1 (3-fluorobenzaldehyde), C(CC(=O)O)(=O)O (malonic acid), solution, N1=CC=CC=C1 (pyridine), N1CCCCC1 (piperidine). Run in O (water). Reaction conditions: time 8 hour. Product: FC=1C=C(/C=C/C(=O)O)C=CC1 (trans 3-fluorocinnamic acid). Yield: 84.0%. Reaction SMILES: [F:1][C:2]1[CH:3]=[C:4]([CH:7]=[CH:8][CH:9]=1)[CH:5]=O.C(O)(=O)[CH2:11][C:12]([OH:14])=[O:13].N1C=CC=CC=1.N1CCCCC1>O>[F:1][C:2]1[CH:3]=[C:4]([CH:7]=[CH:8][CH:9]=1)/[CH:5]=[CH:11]/[C:12]([OH:14])=[O:13]. Reported procedure: A mixture of 3-fluorobenzaldehyde (40 g), malonic acid (47 g), and an ethanolic solution (150 ml) containing pyridine (10 g) and piperidine (5 g) was heated at reflux with stirring for 8 hours. The reaction mixture was chilled and water (300 ml) was added, giving crystalline trans 3-fluorocinnamic acid which was removed by filtration, washed with water and dried. The trans 3-fluorocinnamic acid, m.p. 162°-163° C., was obtained in 84% yield (44.6 g). The reactants are ClC(Cl)(Cl)Cl, CN(C)C=O, O, Cc1ccc(S(=O)(=O)n2ccc3ccc(CO)cc32)cc1. Product: Cc1ccc(S(=O)(=O)n2ccc3ccc(CCl)cc32)cc1. As a reaction SMILES: [C:22]([Cl:23])([Cl:24])([Cl:25])[Cl:26].[CH3:27][N:28]([CH3:29])[CH:30]=[O:31].[OH2:32].[OH:1][CH2:2][c:3]1[cH:4][cH:5][c:6]2[cH:7][cH:8][n:9]([S:12](=[O:13])(=[O:14])[c:15]3[cH:16][cH:17][c:18]([CH3:21])[cH:19][cH:20]3)[c:10]2[cH:11]1>>[CH2:2]([c:3]1[cH:4][cH:5][c:6]2[cH:7][cH:8][n:9]([S:12](=[O:13])(=[O:14])[c:15]3[cH:16][cH:17][c:18]([CH3:21])[cH:19][cH:20]3)[c:10]2[cH:11]1)[Cl:23]. RXN SMILES: [N:1]1[CH:6]=[CH:5][CH:4]=[N:3][C:2]=1[C:7]1[CH:12]=[CH:11][C:10]([CH2:13][OH:14])=[CH:9][CH:8]=1.[H-].[Na+].[CH2:17]([O:19]C(OCC)CBr)[CH3:18].Cl.[OH-].[Na+]>CN(C=O)C.[I-].C([N+](CCCC)(CCCC)CCCC)CCC.C(O)C>[N:1]1[CH:6]=[CH:5][CH:4]=[N:3][C:2]=1[C:7]1[CH:12]=[CH:11][C:10]([CH2:13][O:14][CH2:18][CH:17]=[O:19])=[CH:9][CH:8]=1 |f:1.2,5.6,8.9|. Solvent: CN(C)C=O (DMF), C(C)O (ethanol). Run at temperature 0 celsius, time 30 minute. The reactants are N1=C(N=CC=C1)C1=CC=C(C=C1)CO (4-(2-pyrimidinyl)benzenemethanol), [H-].[Na+] (sodium hydride), C(C)OC(CBr)OCC (bromoacetaldehyde diethyl acetal), [H-].[Na+] (sodium hydride), C(C)OC(CBr)OCC (bromoacetaldehyde diethyl acetal), [OH-].[Na+] (NaOH), Cl (HCl). Yield: 11.7%. Yields the product N1=C(N=CC=C1)C1=CC=C(C=C1)COCC=O ([[4-(2-pyrimidinyl)phenyl]methoxy]acetaldehyde). The reagents and catalysts are [I-].C(CCC)[N+](CCCC)(CCCC)CCCC (tetrabutylammonium iodide). Procedure: A solution of the product from step A (559 mg, 3.00 mmol) in DMF (4 mL) was added dropwise to a suspension of sodium hydride (60% in mineral oil, 144 mg, 3.60 mmol) at 0° C. The solution was stirred for 30 min at 0° C., bromoacetaldehyde diethyl acetal (0.55 mL, 3.66 mmol) and tetrabutylammonium iodide (111 mg, 0.30 mmol) were added, and the resulting mixture was stirred at 70° C. for 12 h. Additional sodium hydride (60% in mineral oil, 70 mg, 1.75 mmol) and bromoacetaldehyde diethyl acetal (0.5... Reactants: C([O-])([O-])=O.[K+].[K+] (potassium carbonate), CI (methyl iodide), C(C1=CC=CC=C1)OC[C@H]1[C@H](C=C[C@@H]1CC(=O)O)O ((1S,2S,3S)-2-benzyloxymethyl-3-carboxymethyl-4-cyclopenten-1-ol). The solvent is CC(=O)C (acetone). Run at time 50 minute. Yields the product C(C1=CC=CC=C1)OC[C@H]1[C@H](C=C[C@@H]1CC(=O)OC)O ((1S,2S,3S)-2-benzyloxymethyl-3-methoxycarbonylmethyl-4-cyclopenten-1-ol). Yield: 100.2%. RXN SMILES: [CH2:1]([O:8][CH2:9][C@@H:10]1[C@@H:14]([CH2:15][C:16]([OH:18])=[O:17])[CH:13]=[CH:12][C@@H:11]1[OH:19])[C:2]1[CH:7]=[CH:6][CH:5]=[CH:4][CH:3]=1.[C:20](=O)([O-])[O-].[K+].[K+].CI>CC(C)=O>[CH2:1]([O:8][CH2:9][C@@H:10]1[C@@H:14]([CH2:15][C:16]([O:18][CH3:20])=[O:17])[CH:13]=[CH:12][C@@H:11]1[OH:19])[C:2]1[CH:3]=[CH:4][CH:5]=[CH:6][CH:7]=1 |f:1.2.3|. Reported procedure: To a solution of 23.6 g of (1S,2S,3S)-2-benzyloxymethyl-3-carboxymethyl-4-cyclopenten-1-ol [the compound described in J. Am. Chem. Soc., 93, 1492 (1971)] in 200 ml of acetone, 27.6 g of potassium carbonate and 11.36 g of methyl iodide were added. The mixture was stirred for 50 min at room temperature, and then refluxed for 2 hrs. After reacting, the mixture was filtered and the filtrate was concentrated under reduced pressure. The residue was purified by column chromatography on silica gel using...